Dataset: the Open Reaction Database (ORD), a public repository of structured organic reaction records. Task: describe an organic reaction: reactants, conditions, products, and yield Starting materials: C(C)(=O)OCCCCCCCCCCCCC1=C(C=C(C(=C1O)OC)OC)C (6-(12-acetoxydodecyl)-2,3-dimethoxy-5-methylphenol), nitrosodisulfonate, O (water), CO (methanol), P(=O)([O-])(O)O.[K+] (monopotassium phosphate). Solvent: CN(C=O)C (dimethylformamide). Reaction conditions: time 30 day. Yields the product C(C)(=O)OCCCCCCCCCCCCC1=C(C(C(=C(C1=O)OC)OC)=O)C (6-(12-acetoxydodecyl)-2,3-dimethoxy-5-methyl-1,4-benzoquinone). Isolated yield 319.8%. Reaction SMILES: [C:1]([O:4][CH2:5][CH2:6][CH2:7][CH2:8][CH2:9][CH2:10][CH2:11][CH2:12][CH2:13][CH2:14][CH2:15][CH2:16][C:17]1[C:22]([OH:23])=[C:21]([O:24][CH3:25])[C:20]([O:26][CH3:27])=[CH:19][C:18]=1[CH3:28])(=[O:3])[CH3:2].O.CO.P(O)(O)([O-])=[O:33].[K+]>CN(C)C=O>[C:1]([O:4][CH2:5][CH2:6][CH2:7][CH2:8][CH2:9][CH2:10][CH2:11][CH2:12][CH2:13][CH2:14][CH2:15][CH2:16][C:17]1[C:22](=[O:23])[C:21]([O:24][CH3:25])=[C:20]([O:26][CH3:27])[C:19](=[O:33])[C:18]=1[CH3:28])(=[O:3])[CH3:2] |f:3.4|. Procedure details: To a solution of 6-(12-acetoxydodecyl)-2,3-dimethoxy-5-methylphenol (6.1 g) in dimethylformamide (300 ml) are added nitrosodisulfonate (18 g), water (300 ml), methanol (50 ml) and monopotassium phosphate (0.5 g) and the mixture is stirred at room temperature for 30 days. The reaction mixture is subjected to extraction with dichloromethane and the organic layer is washed with water and dried over magnesium sulfate. The solvent is distilled off to thereby leave crude crystals. The product is recry... Starting materials: C[O-].[Na+] (sodium methylate), NCC(=O)C=1N=CN(C1N=CN(C)C)[C@H]1[C@@H]([C@H](O)[C@H](O1)CO)F (4-aminoacetyl-1-(2-deoxy-2-fluoro-β-D-ribofuranosyl)-5-(dimethylaminomethyleneamino)imidazole), ( 13 ), C(=O)=O (dry ice). The solvent is CO (methanol), CO (methanol). Conditions: time 8 hour. Product: F[C@H]1[C@@H](O[C@@H]([C@H]1O)CO)N1C=NC2=C1N=CNCC2=O (3-(2-deoxy-2-fluoro-β-D-ribofuranosyl)-6,7-dihydroimidazo-[4,5-d][1,3]diazepin-8(3H)-one). The yield is 35.9%. RXN SMILES: NC[C:3]([C:5]1[N:6]=[CH:7][N:8]([C@@H:15]2[O:20][C@H:19]([CH2:21][OH:22])[C@@H:17]([OH:18])[C@H:16]2[F:23])[C:9]=1[N:10]=[CH:11][N:12](C)[CH3:13])=[O:4].C[O-].[Na+].C(=O)=O>CO>[F:23][C@@H:16]1[C@H:17]([OH:18])[C@@H:19]([CH2:21][OH:22])[O:20][C@H:15]1[N:8]1[C:9]2[N:10]=[CH:11][NH:12][CH2:13][C:3](=[O:4])[C:5]=2[N:6]=[CH:7]1 |f:1.2|. Reported procedure: The compound (24) (20 mg) obtained in item (13) above was dissolved in methanol (0.4 ml), to which was added a 0.2M sodium methylate solution (0.4 ml) in methanol and the resulting mixture was allowed to stand at room temperature overnight. The reaction solution obtained was neutralized with addition of dry ice, then concentrated to leave a residue and the residue was purified by silica gel column chromatography (developer; chloroform-methanol, 4:1), affording the titled compound (25) (6.2 mg) a... The reactants are C=O (formaldehyde), C(C)(=O)O (acetic acid), NC1=C2C(=NC=N1)N(N=C2C)C(C)C2=C(C(=C(C#N)C(=C2)Cl)C2CNC2)OC (4-[1-(4-Amino-3-methyl-1H-pyrazolo[3,4-d]pyrimidin-1-yl)ethyl]-2-azetidin-3-yl-6-chloro-3-methoxybenzonitrile), NC1=C2C(=NC=N1)N(N=C2C)C(C)C2=C(C(=C(C#N)C(=C2)Cl)C2CNC2)OC (4-[1-(4-Amino-3-methyl-1H-pyrazolo[3,4-d]pyrimidin-1-yl)ethyl]-2-azetidin-3-yl-6-chloro-3-methoxybenzonitrile), C(#N)[BH3-].[Na+] (sodium cyanoborohydride). Solvent: CO (methanol), CO (methanol). Reaction conditions: time 20 minute. The product is NC1=C2C(=NC=N1)N(N=C2C)C(C)C2=C(C(=C(C#N)C(=C2)Cl)C2CN(C2)C)OC (4-[1-(4-Amino-3-methyl-1H-pyrazolo[3,4-d]pyrimidin-1-yl)ethyl]-6-chloro-3-methoxy-2-(1-methylazetidin-3-yl)benzonitrile). The yield is 56.0%. RXN SMILES: [NH2:1][C:2]1[N:7]=[CH:6][N:5]=[C:4]2[N:8]([CH:12]([C:14]3[CH:21]=[C:20]([Cl:22])[C:17]([C:18]#[N:19])=[C:16]([CH:23]4[CH2:26][NH:25][CH2:24]4)[C:15]=3[O:27][CH3:28])[CH3:13])[N:9]=[C:10]([CH3:11])[C:3]=12.[C:29]([BH3-])#N.[Na+].C=O.C(O)(=O)C>CO>[NH2:1][C:2]1[N:7]=[CH:6][N:5]=[C:4]2[N:8]([CH:12]([C:14]3[CH:21]=[C:20]([Cl:22])[C:17]([C:18]#[N:19])=[C:16]([CH:23]4[CH2:24][N:25]([CH3:29])[CH2:26]4)[C:15]=3[O:27][CH3:28])[CH3:13])[N:9]=[C:10]([CH3:11])[C:3]=12 |f:1.2|. Procedure: A solution of 4-[1-(4-amino-3-methyl-1H-pyrazolo[3,4-d]pyrimidin-1-yl)ethyl]-2-azetidin-3-yl-6-chloro-3-methoxybenzonitrile (chiral intermediate from Example 261) (50 mg, 0.13 mmol) in methanol (3 mL) was treated with sodium cyanoborohydride (20 mg, 0.31 mmol) followed by formaldehyde (37% in water) (37 μL, 0.50 mmol) and stirred at room temperature for 20 min. The reaction mixture was quenched with acetic acid (170 μL, 2.9 mmol), diluted with methanol, and purified by preparative LCMS (XBridge ... Reactants: C1(=CC=CC=C1)C1=CC=CC=C1 (biphenyl), C(C1=CC=CC=C1)OC1=NC(=CC=C1)Br (2-benzyloxy-6-bromopyridine), BrCCBr (1,2-dibromoethane), C(C1=CC=CC=C1)OC1=C(C=CC(=C1)CI)N1CC(N(S1(=O)=O)CC[Si](C)(C)C)=O (5-(2-benzyloxy-4-iodomethylphenyl)-1,1-dioxo-2-(2-trimethylsilanylethyl)-1,2,5-thiadiazolidin-3-one), C[Si](C)(C)Cl (TMSCl). The reagents and catalysts are C=1C=CC(=CC1)/C=C/C(=O)/C=C/C2=CC=CC=C2.C=1C=CC(=CC1)/C=C/C(=O)/C=C/C2=CC=CC=C2.C=1C=CC(=CC1)/C=C/C(=O)/C=C/C2=CC=CC=C2.[Pd].[Pd] (Pd2(dba)3), [Zn] (zinc), [Zn] (zinc). Solvent: CN(C(C)=O)C (N,N-dimethylacetamide), CN(C(C)=O)C (N,N-dimethylacetamide), CN(C(C)=O)C (N,N-dimethylacetamide). Run at time 30 minute. Yields the product C(C1=CC=CC=C1)OC1=C(C=CC(=C1)CC1=NC(=CC=C1)OCC1=CC=CC=C1)N1CC(N(S1(=O)=O)CC[Si](C)(C)C)=O (5-[2-Benzyloxy-4-(6-benzyloxypyridin-2-ylmethyl)-phenyl]-1,1-dioxo-2-(2-trimethylsilanylethyl)-1,2,5-thiadiazolidin-3-one). Reaction SMILES: BrCCBr.C[Si](Cl)(C)C.[CH2:10]([O:17][C:18]1[CH:23]=[C:22]([CH2:24]I)[CH:21]=[CH:20][C:19]=1[N:26]1[S:30](=[O:32])(=[O:31])[N:29]([CH2:33][CH2:34][Si:35]([CH3:38])([CH3:37])[CH3:36])[C:28](=[O:39])[CH2:27]1)[C:11]1[CH:16]=[CH:15][CH:14]=[CH:13][CH:12]=1.C1(C2C=CC=CC=2)C=CC=CC=1.[CH2:52]([O:59][C:60]1[CH:65]=[CH:64][CH:63]=[C:62](Br)[N:61]=1)[C:53]1[CH:58]=[CH:57][CH:56]=[CH:55][CH:54]=1>CN(C)C(=O)C.[Zn].C1C=CC(/C=C/C(/C=C/C2C=CC=CC=2)=O)=CC=1.C1C=CC(/C=C/C(/C=C/C2C=CC=CC=2)=O)=CC=1.C1C=CC(/C=C/C(/C=C/C2C=CC=CC=2)=O)=CC=1.[Pd].[Pd]>[CH2:10]([O:17][C:18]1[CH:23]=[C:22]([CH2:24][C:62]2[CH:63]=[CH:64][CH:65]=[C:60]([O:59][CH2:52][C:53]3[CH:54]=[CH:55][CH:56]=[CH:57][CH:58]=3)[N:61]=2)[CH:21]=[CH:20][C:19]=1[N:26]1[S:30](=[O:32])(=[O:31])[N:29]([CH2:33][CH2:34][Si:35]([CH3:38])([CH3:37])[CH3:36])[C:28](=[O:39])[CH2:27]1)[C:11]1[CH:16]=[CH:15][CH:14]=[CH:13][CH:12]=1 |f:7.8.9.10.11|. Procedure details: In a pressure vessel, zinc powder (429 mg, 6.6 mmol) is dried by heating under vacuum, then cooled, placed under N2, and slurried in N,N-dimethylacetamide (0.75 mL). To the slurry is added 1,2-dibromoethane (0.044 mL, 0.51 mmol) and the mixture is heated until boiling. The mixture is allowed to cool, and TMSCl (65 mL, 0.51 mmol) is added, followed by stirring for 30 min to produce a green solution. To the activated zinc is added 5-(2-benzyloxy-4-iodomethylphenyl)-1,1-dioxo-2-(2-trimethylsilanyle... The reactants are [H][H] (hydrogen), 31, [N+](=O)([O-])C1=C(C=CC=C1)NC1CCN(CC1)CC1=CC=CC=C1 (N-(2-nitrophenyl)-1-(phenylmethyl)-4-piperidinamine). The reagents and catalysts are [Ni] (Raney nickel). The solvent is O1CCCC1 (tetrahydrofuran). Yields the product 22, C1(=CC=CC=C1)CN1CCC(CC1)NC=1C(=CC=CC1)N (N-[1-(phenylmethyl)-4-piperidinyl]-1,2-benzenediamine). Reaction SMILES: [N+:1]([C:4]1[CH:9]=[CH:8][CH:7]=[CH:6][C:5]=1[NH:10][CH:11]1[CH2:16][CH2:15][N:14]([CH2:17][C:18]2[CH:23]=[CH:22][CH:21]=[CH:20][CH:19]=2)[CH2:13][CH2:12]1)([O-])=O.[H][H]>[Ni].O1CCCC1>[C:18]1([CH2:17][N:14]2[CH2:15][CH2:16][CH:11]([NH:10][C:5]3[C:4]([NH2:1])=[CH:9][CH:8]=[CH:7][CH:6]=3)[CH2:12][CH2:13]2)[CH:19]=[CH:20][CH:21]=[CH:22][CH:23]=1. Procedure details: A solution of 31 parts of N-(2-nitrophenyl)-1-(phenylmethyl)-4-piperidinamine in 160 parts of tetrahydrofuran is hydrogenated at normal pressure and at a temperature of 40° C, with 20 parts of Raney nickel catalyst. After the calculated amount of hydrogen is taken up (3 moles) hydrogenation is stopped. The catalyst is filtered off and from the filtrate the solvent is evaporated. The solid residue is washed with 160 parts of 2,2'-oxybispropane, to yield 22 parts of N-[1-(phenylmethyl)-4-piperidin... Reactants: ClC1=CC=NC2=CC(=CC=C12)C(F)(F)F (4-Chloro-7-trifluoromethylquinoline), NC1=C(C(=O)O)C=CC=C1 (2-amino benzoic acid). Solvent: Cl (hydrochloric acid). The product is FC(C1=CC=C2C(=CC=NC2=C1)NC1=C(C(=O)O)C=CC=C1)(F)F (2-(7-trifluoromethyl-4-quinolylamino)benzoic acid). RXN SMILES: Cl[C:2]1[C:11]2[C:6](=[CH:7][C:8]([C:12]([F:15])([F:14])[F:13])=[CH:9][CH:10]=2)[N:5]=[CH:4][CH:3]=1.[NH2:16][C:17]1[CH:25]=[CH:24][CH:23]=[CH:22][C:18]=1[C:19]([OH:21])=[O:20]>Cl>[F:13][C:12]([F:15])([F:14])[C:8]1[CH:7]=[C:6]2[C:11]([C:2]([NH:16][C:17]3[CH:25]=[CH:24][CH:23]=[CH:22][C:18]=3[C:19]([OH:21])=[O:20])=[CH:3][CH:4]=[N:5]2)=[CH:10][CH:9]=1. Procedure: 4-Chloro-7-trifluoromethylquinoline and 2-amino benzoic acid are refluxed in dilute hydrochloric acid for 1 hour to give 2-(7-trifluoromethyl-4-quinolylamino)benzoic acid. Reactants: [Al+3], C1CCOC1, CO, ClCCl, [H-], [H-], [H-], [H-], [Li+], O=C(O)c1ccc2nc[nH]c2c1. Product: O=Cc1ccc2[nH]cnc2c1. RXN SMILES: [Al+3:2].[CH2:19]1[O:20][CH2:21][CH2:22][CH2:23]1.[CH3:27][OH:28].[Cl:24][CH2:25][Cl:26].[H-:1].[H-:4].[H-:5].[H-:6].[Li+:3].[n:7]1[cH:8][nH:9][c:10]2[c:11]1[cH:12][cH:13][c:14]([C:16](=[O:17])[OH:18])[cH:15]2>>[nH:7]1[cH:8][n:9][c:10]2[c:11]1[cH:12][cH:13][c:14]([CH:16]=[O:17])[cH:15]2.